From a dataset of the Open Reaction Database (ORD), a public repository of structured organic reaction records. describe an organic reaction: reactants, conditions, products, and yield The reactants are CC1=NOC(=C1B(O)O)C ((3,5-dimethyl-1,2-oxazol-4-yl)boronic acid), C([O-])([O-])=O.[K+].[K+] (potassium carbonate), C1(CCCCC1)P(C1CCCCC1)C1CCCCC1 (tricyclohexylphosphine), ClC1=C(N=C(N=N1)C1=NN(C2=NC=CC=C21)CC2=C(C=CC=C2)F)N (6-chloro-3-[1-(2-fluorobenzyl)-1H-pyrazolo[3,4-b]pyridin-3-yl]-1,2,4-triazine-5-amine). Reagents/catalysts: C1=CC=C(C=C1)P([C-]2C=CC=C2)C3=CC=CC=C3.C1=CC=C(C=C1)P([C-]2C=CC=C2)C3=CC=CC=C3.Cl[Pd]Cl.[Fe+2] (1,1′-bis(diphenylphosphino)ferrocenepalladium(II) chloride). Run in O1CCOCC1 (dioxane). Reaction conditions: time 10 minute. Yields the product CC1=NOC(=C1C1=C(N=C(N=N1)C1=NN(C2=NC=CC=C21)CC2=C(C=CC=C2)F)N)C (6-(3,5-Dimethyl-1,2-oxazol-4-yl)-3-[1-(2-fluorobenzyl)-1H-pyrazolo[3,4-b]pyridin-3-yl]-1,2,4-triazine-5-amine). RXN SMILES: Cl[C:2]1[N:7]=[N:6][C:5]([C:8]2[C:16]3[C:11](=[N:12][CH:13]=[CH:14][CH:15]=3)[N:10]([CH2:17][C:18]3[CH:23]=[CH:22][CH:21]=[CH:20][C:19]=3[F:24])[N:9]=2)=[N:4][C:3]=1[NH2:25].[CH3:26][C:27]1[C:31](B(O)O)=[C:30]([CH3:35])[O:29][N:28]=1.C(=O)([O-])[O-].[K+].[K+].C1(P(C2CCCCC2)C2CCCCC2)CCCCC1>O1CCOCC1.C1C=CC(P(C2C=CC=CC=2)[C-]2C=CC=C2)=CC=1.C1C=CC(P(C2C=CC=CC=2)[C-]2C=CC=C2)=CC=1.Cl[Pd]Cl.[Fe+2]>[CH3:26][C:27]1[C:31]([C:2]2[N:7]=[N:6][C:5]([C:8]3[C:16]4[C:11](=[N:12][CH:13]=[CH:14][CH:15]=4)[N:10]([CH2:17][C:18]4[CH:23]=[CH:22][CH:21]=[CH:20][C:19]=4[F:24])[N:9]=3)=[N:4][C:3]=2[NH2:25])=[C:30]([CH3:35])[O:29][N:28]=1 |f:2.3.4,7.8.9.10|. Procedure details: Under an argon atmosphere, 140 mg (purity 65%, 0.256 mmol) of 6-chloro-3-[1-(2-fluorobenzyl)-1H-pyrazolo[3,4-b]pyridin-3-yl]-1,2,4-triazine-5-amine were suspended in 5 ml of absolute dioxane. 154 mg (purity 70%, 0.767 mmol) of (3,5-dimethyl-1,2-oxazol-4-yl)boronic acid, 1.023 ml (1.023 mmol) of 1N aqueous potassium carbonate solution and 14 mg (0.051 mmol) of tricyclohexylphosphine were added and argon was passed through the suspension for 10 min with stirring. Then, 28 mg (0.038 mmol) of 1,1′-b...